From a dataset of the Open Reaction Database (ORD), a public repository of structured organic reaction records. describe an organic reaction: reactants, conditions, products, and yield Reactants: FC(CCBr)=C(F)F (3,4,4-trifluorobut-3-enyl bromide), [OH-].[Na+] (sodium hydroxide), FC1=C(C(=O)N[C@@H](C)C(=O)O)C(=CC=C1)F (N-(2,6-difluorobenzoyl)alanine). Run in O (water), CS(=O)C (dimethyl sulphoxide), O (water). Reaction conditions: temperature 20 celsius, time 8 hour. The product is FC1=C(C(=O)N[C@@H](C)C(=O)OCCC(=C(F)F)F)C(=CC=C1)F (3,4,4-trifluorobut-3-enyl N-(2,6-difluorobenzoyl)-alaninate). Isolated yield 26.5%. As a reaction SMILES: [F:1][C:2]1[CH:15]=[CH:14][CH:13]=[C:12]([F:16])[C:3]=1[C:4]([NH:6][C@H:7]([C:9]([OH:11])=[O:10])[CH3:8])=[O:5].[OH-].[Na+].[F:19][C:20](=[C:24]([F:26])[F:25])[CH2:21][CH2:22]Br>CS(C)=O.O>[F:1][C:2]1[CH:15]=[CH:14][CH:13]=[C:12]([F:16])[C:3]=1[C:4]([NH:6][C@H:7]([C:9]([O:11][CH2:22][CH2:21][C:20]([F:19])=[C:24]([F:26])[F:25])=[O:10])[CH3:8])=[O:5] |f:1.2|. Reported procedure: 6.4 g (28 mmol) of N-(2,6-difluorobenzoyl)alanine are dissolved in 50 ml of dimethyl sulphoxide (DMSO) and admixed with 1.2 g (31 mmol) of sodium hydroxide dissolved in a little water. 5.7 g (30 mmol) of 3,4,4-trifluorobut-3-enyl bromide are subsequently added, and the mixture is stirred at 20° C. overnight. The mixture is then poured into water and the product is extracted with ethyl acetate and subsequently purified by column chromatography over silica gel using the system ethyl acetate. In th... Starting materials: C(C)(=O)C1=CSC=C1 (3-acetylthiophene), C(CO)O (ethyleneglycol). The reagents and catalysts are C1(=CC=C(C=C1)S(=O)(=O)O)C (p-toluenesulfonic acid). The solvent is C1(=CC=CC=C1)C (toluene). Reaction conditions: time 16 hour. Yields the product CC1(OCCO1)C1=CSC=C1 (2-methyl-2-(3-thienyl)-1,3-dioxolan). Isolated yield 46.7%. Reaction SMILES: [C:1]([C:4]1[CH:8]=[CH:7][S:6][CH:5]=1)(=[O:3])[CH3:2].[CH2:9](O)[CH2:10][OH:11]>C1(C)C=CC(S(O)(=O)=O)=CC=1.C1(C)C=CC=CC=1>[CH3:2][C:1]1([C:4]2[CH:8]=[CH:7][S:6][CH:5]=2)[O:11][CH2:10][CH2:9][O:3]1. Procedure details: A mixture of 3-acetylthiophene (20 g), ethyleneglycol (10.54 g), p-toluenesulfonic acid (0.15 g) and toluene (200 ml) was stirred for 16 hours under reflux with removing azeotropic water by Dean-Stark trap. The mixture was cooled, washed with water, dried over anhydrous magnesium sulfate and concentrated under reduced pressure. The residue was purified by silica gel column chromatography to give 2-methyl-2-(3-thienyl)-1,3-dioxolan (12.6 g). 2-Methyl-2-(3-methyl-2-(3-thienyl)-1,3-dioxolan (12.0 g... The reactants are FC(F)(F)Oc1ccc(CBr)cc1Cl, CS(C)=O, NC(=O)C1CCCCC1NS(=O)(=O)c1ccc(Cl)cc1. Product: NC(=O)C1CCCCC1N(Cc1ccc(OC(F)(F)F)c(Cl)c1)S(=O)(=O)c1ccc(Cl)cc1. Reaction SMILES: [Br:21][CH2:22][c:23]1[cH:24][c:25]([Cl:34])[c:26]([O:29][C:30]([F:31])([F:32])[F:33])[cH:27][cH:28]1.[CH3:35][S:36]([CH3:37])=[O:38].[Cl:1][c:2]1[cH:3][cH:4][c:5]([S:8](=[O:9])(=[O:10])[NH:11][CH:12]2[CH:13]([C:18](=[O:19])[NH2:20])[CH2:14][CH2:15][CH2:16][CH2:17]2)[cH:6][cH:7]1>>[Cl:1][c:2]1[cH:3][cH:4][c:5]([S:8](=[O:9])(=[O:10])[N:11]([CH:12]2[CH:13]([C:18](=[O:19])[NH2:20])[CH2:14][CH2:15][CH2:16][CH2:17]2)[CH2:22][c:23]2[cH:24][c:25]([Cl:34])[c:26]([O:29][C:30]([F:31])([F:32])[F:33])[cH:27][cH:28]2)[cH:6][cH:7]1. Reactants: B.C1CCOC1 (BH3.THF), N1C=C(C2=CC=CC=C12)CCN (2-(3-Indolyl)ethylamine), O (water). Solvent: O1CCCC1 (tetrahydrofuran), FC(C(=O)O)(F)F (trifluoroacetic acid). Conditions: time 75 minute. The product is N1CC(C2=CC=CC=C12)CCN (2-(3-indolinyl)ethylamine). As a reaction SMILES: [NH:1]1[C:9]2[C:4](=[CH:5][CH:6]=[CH:7][CH:8]=2)[C:3]([CH2:10][CH2:11][NH2:12])=[CH:2]1.B.C1COCC1.O>FC(F)(F)C(O)=O.O1CCCC1>[NH:1]1[C:9]2[C:4](=[CH:5][CH:6]=[CH:7][CH:8]=2)[CH:3]([CH2:10][CH2:11][NH2:12])[CH2:2]1 |f:1.2|. Procedure details: 2-(3-Indolyl)ethylamine in an amount of 9.4 grams (58.8 millimoles) was dissolved in 120 milliliters of trifluoroacetic acid under nitrogen. The solution was cooled in an ice bath and 100 milliliters of about 1 M BH3.THF in tetrahydrofuran solution was added slowly over about 30 minutes. Thereafter, water (50 milliliters) was added, the resulting solution stirred at room temperature for about 75 minutes, and then evaporated in vacuo to about 40 milliliters of a semi-solid viscous oil. The oil wa... The reactants are CC=1C=CC(=NC1NC)CO ((5-methyl-6-methylaminopyridin-2-yl)methanol). The reagents and catalysts are [O-2].[O-2].[Mn+4] (manganese dioxide). Run in C(Cl)(Cl)Cl (chloroform). Product: CC=1C=CC(=NC1NC)C=O (5-methyl-6-methylaminopyridine-2-carbaldehyde). Reaction SMILES: [CH3:1][C:2]1[CH:3]=[CH:4][C:5]([CH2:10][OH:11])=[N:6][C:7]=1[NH:8][CH3:9]>C(Cl)(Cl)Cl.[O-2].[O-2].[Mn+4]>[CH3:1][C:2]1[CH:3]=[CH:4][C:5]([CH:10]=[O:11])=[N:6][C:7]=1[NH:8][CH3:9] |f:2.3.4|. Procedure: A suspension of 0.33 g of (5-methyl-6-methylaminopyridin-2-yl)methanol (2.17 mmol) and 1.6 g of manganese dioxide (18.4 mmol) in 12 ml of chloroform is heated under reflux for 1 hour. The insoluble matter is removed by filtration on celite and then the solvent evaporated under vacuum. The title product is purified by chromatography on a silica column (eluent: chloroform). 0.25 g of a yellow solid is recovered. The reactants are C(C1=CC=CC=C1)N1CC=2C(=NC=3C=CC=CC3C2O)CCC1 (2-benzyl-11-hydroxy-2,3,4,5-tetrahydro-1H-azepino[4,3-b]quinoline), ClC(=O)OCC (ethyl chloroformate). Yields the product C(C)OC(=O)N1CC=2C(=NC=3C=CC=CC3C2O)CCC1 (11-Hydroxy-2,3,4,5-tetrahydro-1H-2-azepino[4,3-b]quinoline-carboxylic acid ethyl ester). Isolated yield 9.0%. As a reaction SMILES: C([N:8]1[CH2:23][CH2:22][CH2:21][C:11]2=[N:12][C:13]3[CH:14]=[CH:15][CH:16]=[CH:17][C:18]=3[C:19]([OH:20])=[C:10]2[CH2:9]1)C1C=CC=CC=1.Cl[C:25]([O:27][CH2:28][CH3:29])=[O:26]>>[CH2:28]([O:27][C:25]([N:8]1[CH2:23][CH2:22][CH2:21][C:11]2=[N:12][C:13]3[CH:14]=[CH:15][CH:16]=[CH:17][C:18]=3[C:19]([OH:20])=[C:10]2[CH2:9]1)=[O:26])[CH3:29]. Reported procedure: 11-Hydroxy-2,3,4,5-tetrahydro-1H-2-azepino[4,3-b]quinoline-carboxylic acid ethyl ester was prepared from 2-benzyl-11-hydroxy-2,3,4,5-tetrahydro-1H-azepino[4,3-b]quinoline and ethyl chloroformate analogous to Example 208. Yield: 9% of theory; m.p. 285° C. Reactants: I(=O)(=O)(=O)[O-].[Na+] (Sodium periodate), ClC=1C=C(C=CC1)[C@H]1C[C@](C(N([C@@H]1C1=CC=C(C=C1)Cl)[C@H](CNS(=O)(=O)C1CC1)C1CC1)=O)(CC)CC(CO)O (N-((2S)-2-((3R,5R,6S)-5-(3-Chlorophenyl)-6-(4-chlorophenyl)-3-(2,3-dihydroxypropyl)-3-ethyl-2-oxopiperidin-1-yl)-2-cyclopropylethyl)cyclopropanesulfonamide), CO (Methanol). Run in O (water), C1CCOC1 (THF), [Na+].[Cl-] (NaCl). Reaction conditions: time 30 minute. The product is ClC=1C=C(C=CC1)[C@H]1C[C@@](C(N([C@@H]1C1=CC=C(C=C1)Cl)[C@H](CNS(=O)(=O)C1CC1)C1CC1)=O)(CC=O)CC (N-((S)-2-((3R,5R,6S)-5-(3-Chlorophenyl)-6-(4-chlorophenyl)-3-ethyl-2-oxo-3-(2-oxoethyl)piperidin-1-yl)-2-cyclopropylethyl)cyclopropanesulfonamide). The yield is 116.3%. RXN SMILES: I([O-])(=O)(=O)=O.[Na+].[Cl:7][C:8]1[CH:9]=[C:10]([C@@H:14]2[C@@H:19]([C:20]3[CH:25]=[CH:24][C:23]([Cl:26])=[CH:22][CH:21]=3)[N:18]([C@@H:27]([CH:36]3[CH2:38][CH2:37]3)[CH2:28][NH:29][S:30]([CH:33]3[CH2:35][CH2:34]3)(=[O:32])=[O:31])[C:17](=[O:39])[C@:16]([CH2:42][CH:43]([OH:46])CO)([CH2:40][CH3:41])[CH2:15]2)[CH:11]=[CH:12][CH:13]=1.CO>O.C1COCC1.[Na+].[Cl-]>[Cl:7][C:8]1[CH:9]=[C:10]([C@@H:14]2[C@@H:19]([C:20]3[CH:21]=[CH:22][C:23]([Cl:26])=[CH:24][CH:25]=3)[N:18]([C@@H:27]([CH:36]3[CH2:38][CH2:37]3)[CH2:28][NH:29][S:30]([CH:33]3[CH2:34][CH2:35]3)(=[O:32])=[O:31])[C:17](=[O:39])[C@@:16]([CH2:40][CH3:41])([CH2:42][CH:43]=[O:46])[CH2:15]2)[CH:11]=[CH:12][CH:13]=1 |f:0.1,6.7|. Reported procedure: Sodium periodate (89 mg, 0.418 mmol) was added to a clear solution of N-((2S)-2-((3R,5R,6S)-5-(3-chlorophenyl)-6-(4-chlorophenyl)-3-(2,3-dihydroxypropyl)-3-ethyl-2-oxopiperidin-1-yl)-2-cyclopropylethyl)cyclopropanesulfonamide (Example 254, Step B, 85 mg, 0.14 mmol) in water (0.5 mL) and THF (1 mL). After several minutes, a solid formed. Methanol (1 ml) was added and the resulting emulsion was stirred for 30 min. The reaction was diluted with sat. aq. NaCl solution and extracted twice with ethyl ... The reactants are O1CC(CC1)=O (dihydrofuran-3(2H)-one), C(C)(=O)O (acetic acid), [N+](=O)([O-])C=1C=NC=CC1N1CCNCC1 (1-(3-nitro-4-pyridyl)piperazine), [BH-](OC(=O)C)(OC(=O)C)OC(=O)C.[Na+] (Na(OAc)3BH). The solvent is CC#N (MeCN). Reaction conditions: time 1 hour. The product is [N+](=O)([O-])C=1C=NC=CC1N1CCN(CC1)C1COCC1 (1-(3-nitropyridin-4-yl)-4-(tetrahydrofuran-3-yl)piperazine). As a reaction SMILES: [N+:1]([C:4]1[CH:5]=[N:6][CH:7]=[CH:8][C:9]=1[N:10]1[CH2:15][CH2:14][NH:13][CH2:12][CH2:11]1)([O-:3])=[O:2].[O:16]1[CH2:20][CH2:19][C:18](=O)[CH2:17]1.C(O)(=O)C.[BH-](OC(C)=O)(OC(C)=O)OC(C)=O.[Na+]>CC#N>[N+:1]([C:4]1[CH:5]=[N:6][CH:7]=[CH:8][C:9]=1[N:10]1[CH2:15][CH2:14][N:13]([CH:18]2[CH2:19][CH2:20][O:16][CH2:17]2)[CH2:12][CH2:11]1)([O-:3])=[O:2] |f:3.4|. Procedure details: A round-bottomed flask was charged with 1-(3-nitro-4-pyridyl)piperazine (prepared according to methods similar to the one depicted in Step 1 of Preparation N-1), dihydrofuran-3(2H)-one (98 mg, 1.13 mmol) and acetic acid (129 uL, 2.27 mmol) in MeCN (4 mL). Na(OAc)3BH (482.4 mg, 2.27 mmol) was added and the reaction mixture was stirred at RT for 1 h. The reaction mixture was partitioned between EtOAC and an aqueous saturated solution of Na2CO3. The organic extracts were dried over MgSO4, and conce... The reactants are COc1ccc(Br)cc1NC(=O)OC(C)(C)C, COc1cc(N)ccc1Br, CC(=O)[O-], [NH4+]. Product: COc1cc(NC(=O)OC(C)(C)C)ccc1Br. RXN SMILES: [Br:11][c:12]1[cH:13][cH:14][c:15]([O:16][CH3:17])[c:18]([NH:26][C:19]([O:20][C:21]([CH3:22])([CH3:23])[CH3:24])=[O:25])[cH:27]1.[Br:1][c:2]1[c:3]([O:9][CH3:10])[cH:4][c:5]([NH2:6])[cH:7][cH:8]1.[CH3:29][C:30](=[O:31])[O-:32].[NH4+:28]>>[Br:1][c:2]1[c:3]([O:9][CH3:10])[cH:4][c:5]([NH:6][C:19]([O:20][C:21]([CH3:22])([CH3:23])[CH3:24])=[O:25])[cH:7][cH:8]1. Starting materials: C1(=CC=C(C=C1)C)C (para-xylene), BrCC(=O)Cl (α-bromoacetyl chloride), [Cl-].[Al+3].[Cl-].[Cl-] (aluminum chloride). The solvent is ClCCCl (1,2dichloroethane). Run at temperature 2.5 celsius, time 30 minute. The product is BrCC(=O)C1=C(C=CC(=C1)C)C (2-Bromo-2',5'-dimethylacetophenone). Isolated yield 105.1%. RXN SMILES: [C:1]1([CH3:8])[CH:6]=[CH:5][C:4]([CH3:7])=[CH:3][CH:2]=1.[Br:9][CH2:10][C:11](Cl)=[O:12].[Cl-].[Al+3].[Cl-].[Cl-]>ClCCCl>[Br:9][CH2:10][C:11]([C:2]1[CH:3]=[C:4]([CH3:7])[CH:5]=[CH:6][C:1]=1[CH3:8])=[O:12] |f:2.3.4.5|. Procedure details: A mixture of 10.60 g (0.10 mol) of para-xylene and 16.53 g (0.105 mol) of α-bromoacetyl chloride in 300 mL of 1,2dichloroethane was cooled in an ice bath under an atmosphere of dry N2 and treated portionwise with 14.15 g (0.106 mol) of aluminum chloride. The reaction mixture was stirred for 30 minutes at 0-5° C. and then for 2.5 hours at room temperature. The mixture was then poured onto ice and the aqueous layer was acidified with concentrated HCL. The organic layer was separated and the aqueou...